This data is from the Open Reaction Database (ORD), a public repository of structured organic reaction records. The task is: describe an organic reaction: reactants, conditions, products, and yield Reactants: OC1=CC=C(C=C1)CCCN1C=NC=C1 (1-[3-(4-hydroxyphenyl)propyl]imidazole), ClCC=1N=C(OC1)C=1SC(=CC1)C (4-chloromethyl-2-(5-methyl-2-thienyl)oxazole), C([O-])([O-])=O.[K+].[K+] (potassium carbonate), CN(C=O)C (N,N-dimethylformamide). Run in O (water). Run at temperature 80 celsius, time 14 hour. Product: N1(C=NC=C1)CCCC1=CC=C(OCC=2N=C(OC2)C=2SC(=CC2)C)C=C1 (4-[4-[3-(1-imidazolyl)propyl]phenoxymethyl]-2-(5-methyl-2-thienyl)oxazole). Yield: 56.2%. RXN SMILES: [OH:1][C:2]1[CH:7]=[CH:6][C:5]([CH2:8][CH2:9][CH2:10][N:11]2[CH:15]=[CH:14][N:13]=[CH:12]2)=[CH:4][CH:3]=1.Cl[CH2:17][C:18]1[N:19]=[C:20]([C:23]2[S:24][C:25]([CH3:28])=[CH:26][CH:27]=2)[O:21][CH:22]=1.C(=O)([O-])[O-].[K+].[K+].CN(C)C=O>O>[N:11]1([CH2:10][CH2:9][CH2:8][C:5]2[CH:6]=[CH:7][C:2]([O:1][CH2:17][C:18]3[N:19]=[C:20]([C:23]4[S:24][C:25]([CH3:28])=[CH:26][CH:27]=4)[O:21][CH:22]=3)=[CH:3][CH:4]=2)[CH:15]=[CH:14][N:13]=[CH:12]1 |f:2.3.4|. Reported procedure: A mixture of 1-[3-(4-hydroxyphenyl)propyl]imidazole (465 mg), 4-chloromethyl-2-(5-methyl-2-thienyl)oxazole (600 mg), potassium carbonate (315 mg) and N,N-dimethylformamide (15 ml) was stirred at 80° C. for 14 hours. The reaction mixture was poured into water, and extracted with ethyl acetate. The ethyl acetate layer was washed with water, dried (MgSO4), and concentrated under reduced pressure. The residue was subjected to a silica gel column chromatography. From the fraction eluted with ethyl ac... Starting materials: COC1=CC(=NC=C1C)CO ((4-methoxy-5-methylpyridin-2-yl)methanol). Reagents/catalysts: [O-2].[O-2].[Mn+4] (manganese dioxide), [O-2].[O-2].[Mn+4] (manganese dioxide). Solvent: ClCCl (dichloromethane). Conditions: time 6 hour. The product is COC1=CC(=NC=C1C)C=O (4-methoxy-5-methylpyridine-2-carbaldehyde). Yield: 60.0%. As a reaction SMILES: [CH3:1][O:2][C:3]1[C:8]([CH3:9])=[CH:7][N:6]=[C:5]([CH2:10][OH:11])[CH:4]=1>ClCCl.[O-2].[O-2].[Mn+4]>[CH3:1][O:2][C:3]1[C:8]([CH3:9])=[CH:7][N:6]=[C:5]([CH:10]=[O:11])[CH:4]=1 |f:2.3.4|. Procedure: To a solution of 0.13 g of (4-methoxy-5-methylpyridin-2-yl)methanol in 2 mL of dichloromethane, 0.14 g of manganese dioxide was added. The mixture was stirred for 6 hours while dividedly further adding 0.36 g of manganese dioxide at room temperature. The insoluble substance was filtered off, the solvent was distilled off under reduced pressure, and the resultant residue was purified by flash column chromatography using gradient elution of hexane:ethyl acetate=9:1 to 4:1 to obtain 77 mg of 4-meth... The reactants are COC=1C=C(C=CC1)C1=NC(=NS1)OCCCCl (3-[5-(3-methoxyphenyl)-1,2,4-thiadiazole-3-oxy]-propyl chloride), O (water), C([O-])([O-])=O.[Na+].[Na+] (sodium carbonate). Solvent: ClCCl (dichloromethane), ClCCl (dichloromethane). Run at time 8 hour. Product: OC=1C=C(C=CC1)C1=NC(=NS1)OCCCCl (3-[5-(3-hydroxyphenyl)-1,2,4-thiadiazole-3-yloxy]-propyl chloride). Yield: 99.9%. As a reaction SMILES: C[O:2][C:3]1[CH:4]=[C:5]([C:9]2[S:13][N:12]=[C:11]([O:14][CH2:15][CH2:16][CH2:17][Cl:18])[N:10]=2)[CH:6]=[CH:7][CH:8]=1.O.C(=O)([O-])[O-].[Na+].[Na+]>ClCCl>[OH:2][C:3]1[CH:4]=[C:5]([C:9]2[S:13][N:12]=[C:11]([O:14][CH2:15][CH2:16][CH2:17][Cl:18])[N:10]=2)[CH:6]=[CH:7][CH:8]=1 |f:2.3.4|. Procedure details: 2 g of 3-[5-(3-methoxyphenyl)-1,2,4-thiadiazole-3-oxy]-propyl chloride [for preparation, see Example 65 E)] were dissolved in 100 ml dichloromethane. A solution of 20 ml borotribromide in dichloromethane was added to the solution and the reaction mixture was stirred for 8 hours at room temperature under a nitrogen atmosphere. Then the reaction mixture was poured into water for workup and made alkaline by adding sodium carbonate. Then extraction was performed with dichloromethane and the organic ...